From a dataset of the Open Reaction Database (ORD), a public repository of structured organic reaction records. describe an organic reaction: reactants, conditions, products, and yield Starting materials: FC(C(=O)O)(F)F (trifluoroacetic acid), C[C@@]1(N(C=2N(C(C=C(N2)N2CCOCC2)=O)C1)CC1=CN(C2=CC=CC=C12)C(=O)OC(C)(C)C)C(F)(F)F (2-methylpropan-2-yl 3-{[(2S)-2-methyl-7-(morpholin-4-yl)-5-oxo-2-(trifluoromethyl)-2,3-dihydroimidazo[1,2-a]pyrimidin-1(5H)-yl]methyl}-1H-indole-1-carboxylate). The solvent is C(Cl)Cl (methylene chloride). Conditions: time 8 hour. Product: N1C=C(C2=CC=CC=C12)CN1[C@@](CN2C1=NC(=CC2=O)N2CCOCC2)(C(F)(F)F)C ((2S)-1-(1H-indol-3-ylmethyl)-2-methyl-7-(morpholin-4-yl)-2-(trifluoromethyl)-2,3-dihydroimidazo[1,2-a]pyrimidin-5(1H)one). The yield is 46.2%. Reaction SMILES: FC(F)(F)C(O)=O.[CH3:8][C@@:9]1([C:42]([F:45])([F:44])[F:43])[CH2:24][N:12]2[C:13](=[O:23])[CH:14]=[C:15]([N:17]3[CH2:22][CH2:21][O:20][CH2:19][CH2:18]3)[N:16]=[C:11]2[N:10]1[CH2:25][C:26]1[C:34]2[C:29](=[CH:30][CH:31]=[CH:32][CH:33]=2)[N:28](C(OC(C)(C)C)=O)[CH:27]=1>C(Cl)Cl>[NH:28]1[C:29]2[C:34](=[CH:33][CH:32]=[CH:31][CH:30]=2)[C:26]([CH2:25][N:10]2[C:11]3=[N:16][C:15]([N:17]4[CH2:18][CH2:19][O:20][CH2:21][CH2:22]4)=[CH:14][C:13](=[O:23])[N:12]3[CH2:24][C@@:9]2([CH3:8])[C:42]([F:44])([F:45])[F:43])=[CH:27]1. Procedure details: 1 ml of trifluoroacetic acid is added to a solution of 200 mg of 2-methylpropan-2-yl 3-{[(2S)-2-methyl-7-(morpholin-4-yl)-5-oxo-2-(trifluoromethyl)-2,3-dihydroimidazo[1,2-a]pyrimidin-1(5H)-yl]methyl}-1H-indole-1-carboxylate in 3 ml of methylene chloride. After an overnight period at a temperature in the region of 20° C., the reaction mixture is concentrated to dryness under reduced pressure. After purification by preparative LC MS (method D), the acetonitrile is concentrated and then the aqueous... The reactants are S(=O)(=O)(Cl)Cl (Sulfuryl chloride), O=C1C(CC2=CC(=C(C(=C12)Cl)Cl)OCC(=O)O)C(C)C ((1-Oxo-2-isopropyl-6,7-dichloro-5-indanyloxy)acetic acid), O (water). Run in C(C)(=O)O (acetic acid). Run at time 16 hour. Product: O=C1C(CC2=CC(=C(C(=C12)Cl)Cl)OCC(=O)O)(Cl)C(C)C ((1Oxo-2-isopropyl-2,6,7-trichloro-5-indanyloxy)-acetic Acid). As a reaction SMILES: [O:1]=[C:2]1[C:10]2[C:5](=[CH:6][C:7]([O:13][CH2:14][C:15]([OH:17])=[O:16])=[C:8]([Cl:12])[C:9]=2[Cl:11])[CH2:4][CH:3]1[CH:18]([CH3:20])[CH3:19].S(Cl)([Cl:24])(=O)=O.O>C(O)(=O)C>[O:1]=[C:2]1[C:10]2[C:5](=[CH:6][C:7]([O:13][CH2:14][C:15]([OH:17])=[O:16])=[C:8]([Cl:12])[C:9]=2[Cl:11])[CH2:4][C:3]1([CH:18]([CH3:20])[CH3:19])[Cl:24]. Procedure details: (1-Oxo-2-isopropyl-6,7-dichloro-5-indanyloxy)acetic acid (60 g., 0.189 mole) is dissolved in acetic acid (400 ml.). Sulfuryl chloride (18 ml., 0.216 mole) is added dropwise to the stirred solution. The resulting clear yellow solution is then heated at 80°-85° C. for 3/4 hour, cooled and poured slowly, with stirring, into water (3 l.). The gum that separates solidifies after 16 hours to yield 55.5 g. of (1-oxo-2-isoporpyl-2,6,7-trichloro-5-indanyloxy)acetic acid, m.p. 158°-159° C., after recrysta...